This data is from the Open Reaction Database (ORD), a public repository of structured organic reaction records. The task is: describe an organic reaction: reactants, conditions, products, and yield Reactants: N#CC(c1ccccc1)C1(O)CCOCC1, O=S(Cl)Cl, c1ccncc1. The product is N#CC(=C1CCOCC1)c1ccccc1. Reaction SMILES: [OH:1][C:2]1([CH:8]([C:9]#[N:10])[c:11]2[cH:12][cH:13][cH:14][cH:15][cH:16]2)[CH2:3][CH2:4][O:5][CH2:6][CH2:7]1.[S:17]([Cl:18])([Cl:19])=[O:20].[cH:21]1[cH:22][cH:23][n:24][cH:25][cH:26]1>>[C:2]1(=[C:8]([C:9]#[N:10])[c:11]2[cH:12][cH:13][cH:14][cH:15][cH:16]2)[CH2:3][CH2:4][O:5][CH2:6][CH2:7]1.